Dataset: the Open Reaction Database (ORD), a public repository of structured organic reaction records. Task: describe an organic reaction: reactants, conditions, products, and yield Reactants: CS(=O)(=O)C1=NC(=C(C(=N1)OCC(=O)OCC)[N+](=O)[O-])OC1=CC(=CC=C1)C(=O)N(C)C (2-methylsulfonyl-4-(ethoxycarbonyl)methoxy-5-nitro-6-(3-dimethylaminocarbonylphenoxy)pyrimidine), ( R ), C(C1=CC=CC=C1)OC1=C(C=C(C=C1)C#N)O (2-benzyloxy-5-cyanophenol). The product is C(C1=CC=CC=C1)OC1=C(OC2=NC(=C(C(=N2)OCC(=O)OCC)[N+](=O)[O-])OC2=CC(=CC=C2)C(=O)N(C)C)C=C(C=C1)C#N (2-(2-benzyloxy-5-cyanophenoxy)-4-(ethoxycarbonyl)methoxy-5-nitro-6-(3-dimethylaminocarbonylphenoxy)pyrimidine). Reaction SMILES: CS([C:5]1[N:10]=[C:9]([O:11][CH2:12][C:13]([O:15][CH2:16][CH3:17])=[O:14])[C:8]([N+:18]([O-:20])=[O:19])=[C:7]([O:21][C:22]2[CH:27]=[CH:26][CH:25]=[C:24]([C:28]([N:30]([CH3:32])[CH3:31])=[O:29])[CH:23]=2)[N:6]=1)(=O)=O.[CH2:33]([O:40][C:41]1[CH:46]=[CH:45][C:44]([C:47]#[N:48])=[CH:43][C:42]=1[OH:49])[C:34]1[CH:39]=[CH:38][CH:37]=[CH:36][CH:35]=1>>[CH2:33]([O:40][C:41]1[CH:46]=[CH:45][C:44]([C:47]#[N:48])=[CH:43][C:42]=1[O:49][C:5]1[N:10]=[C:9]([O:11][CH2:12][C:13]([O:15][CH2:16][CH3:17])=[O:14])[C:8]([N+:18]([O-:20])=[O:19])=[C:7]([O:21][C:22]2[CH:27]=[CH:26][CH:25]=[C:24]([C:28]([N:30]([CH3:32])[CH3:31])=[O:29])[CH:23]=2)[N:6]=1)[C:34]1[CH:35]=[CH:36][CH:37]=[CH:38][CH:39]=1. Procedure details: In a similar manner, 2-methylsulfonyl-4-(ethoxycarbonyl)methoxy-5-nitro-6-(3-dimethylaminocarbonylphenoxy)pyrimidine, a compound of formula (R), was treated with 2-benzyloxy-5-cyanophenol to yield 2-(2-benzyloxy-5-cyanophenoxy)-4-(ethoxycarbonyl)methoxy-5-nitro-6-(3-dimethylaminocarbonylphenoxy)pyrimidine, a compound of formula (S). Starting materials: CC(=O)N1CCNCC1, Cl, [N-]=C=O, [Na+], O. The product is CC(=O)N1CCN(C(N)=O)CC1. As a reaction SMILES: [C:1]([CH3:2])(=[O:3])[N:4]1[CH2:5][CH2:6][NH:7][CH2:8][CH2:9]1.[ClH:10].[N-:11]=[C:12]=[O:13].[Na+:14].[OH2:15]>>[C:1]([CH3:2])(=[O:3])[N:4]1[CH2:5][CH2:6][N:7]([C:12]([NH2:11])=[O:13])[CH2:8][CH2:9]1. Starting materials: [BH3-]C#N, CO, CC(C)[O-], CC(C)[O-], CC(C)[O-], [Cl-], Cl, [Na+], O, [Ti+4], COC(=O)CC(=O)CC(O)C=Cc1ccccc1. Product: COC(=O)CC(O)CC(O)C=Cc1ccccc1. RXN SMILES: [C:19]([BH3-:20])#[N:21].[CH3:25][OH:26].[CH3:27][CH:28]([CH3:29])[O-:30].[CH3:31][CH:32]([CH3:33])[O-:34].[CH3:35][CH:36]([CH3:37])[O-:38].[Cl-:39].[ClH:24].[Na+:22].[OH2:23].[Ti+4:40].[c:1]1([CH:7]=[CH:8][CH:9]([CH2:10][C:11]([CH2:12][C:13](=[O:14])[O:15][CH3:16])=[O:17])[OH:18])[cH:2][cH:3][cH:4][cH:5][cH:6]1>>[c:1]1([CH:7]=[CH:8][CH:9]([CH2:10][CH:11]([CH2:12][C:13](=[O:14])[O:15][CH3:16])[OH:17])[OH:18])[cH:2][cH:3][cH:4][cH:5][cH:6]1. Reactants: C1CCC2=NCCCN2CC1, ClCCl, CC(O)(COS(C)(=O)=O)Cn1cc([N+](=O)[O-])nc1Cl. Product: CC1(Cn2cc([N+](=O)[O-])nc2Cl)CO1. RXN SMILES: [CH2:20]1[CH2:21][CH2:22][C:23]2=[N:28][CH2:27][CH2:26][CH2:25][N:24]2[CH2:29][CH2:30]1.[CH2:31]([Cl:32])[Cl:33].[Cl:1][c:2]1[n:3]([CH2:10][C:11]([CH2:12][O:13][S:14]([CH3:15])(=[O:16])=[O:17])([CH3:18])[OH:19])[cH:4][c:5]([N+:7](=[O:8])[O-:9])[n:6]1>>[Cl:1][c:2]1[n:3]([CH2:10][C:11]2([CH3:18])[CH2:12][O:19]2)[cH:4][c:5]([N+:7](=[O:8])[O-:9])[n:6]1. Starting materials: C(=O)NC=1SC(=C(N1)C(C(=O)NC1[C@@H]2N(C(=C(CS2)CSC2=NN=NN2C)C(=O)O)C1=O)=NOCC=C)Cl (7-[2-(2-formamido-5-chlorothiazol-4-yl)-2-allyloxyiminoacetamido]-3-(1-methyl-1H-tetrazol-5-yl)thiomethyl-3-cephem-4-carboxylic acid), Cl (hydrochloric acid), O1CCCC1 (tetrahydrofuran), C([O-])(O)=O.[Na+] (sodium bicarbonate). Solvent: CO (methanol), O (water). Reaction conditions: time 3 hour. The product is NC=1SC(=C(N1)C(C(=O)NC1[C@@H]2N(C(=C(CS2)CSC2=NN=NN2C)C(=O)O)C1=O)=NOCC=C)Cl (7-[2-(2-amino-5-chlorothiazol-4-yl)-2-allyloxyiminoacetamido]-3-(1-methyl-1H-tetrazol-5-yl)thiomethyl-3-cephem-4-carboxylic acid). The yield is 71.3%. As a reaction SMILES: C([NH:3][C:4]1[S:5][C:6]([Cl:38])=[C:7]([C:9](=[N:33][O:34][CH2:35][CH:36]=[CH2:37])[C:10]([NH:12][CH:13]2[C:31](=[O:32])[N:15]3[C:16]([C:28]([OH:30])=[O:29])=[C:17]([CH2:20][S:21][C:22]4[N:26]([CH3:27])[N:25]=[N:24][N:23]=4)[CH2:18][S:19][C@H:14]23)=[O:11])[N:8]=1)=O.Cl.O1CCCC1.C(=O)(O)[O-].[Na+]>CO.O>[NH2:3][C:4]1[S:5][C:6]([Cl:38])=[C:7]([C:9](=[N:33][O:34][CH2:35][CH:36]=[CH2:37])[C:10]([NH:12][CH:13]2[C:31](=[O:32])[N:15]3[C:16]([C:28]([OH:30])=[O:29])=[C:17]([CH2:20][S:21][C:22]4[N:26]([CH3:27])[N:25]=[N:24][N:23]=4)[CH2:18][S:19][C@H:14]23)=[O:11])[N:8]=1 |f:3.4|. Procedure: A mixture of 7-[2-(2-formamido-5-chlorothiazol-4-yl)-2-allyloxyiminoacetamido]-3-(1-methyl-1H-tetrazol-5-yl)thiomethyl-3-cephem-4-carboxylic acid (syn isomer, 1.5 g) in methanol (15 ml), and conc. hydrochloric acid (0.52 g) and tetrahydrofuran (3.0 ml) was stirred for 3.0 hours at ambient temperature. The reaction mixture was added to water and ethyl acetata, and adjusted to pH 7.5 with a saturated aqueous solution of sodium bicarbonate. The aqueous layer was separated and adjusted to pH 3.0 wit... Starting materials: ClCC1=NOC(=N1)C(C1=CC(=C(C=C1)C1=CC=CC=C1)F)C (3-chloromethyl-5-(3-fluoro-4-phenyl-α-methylbenzyl)-1,2,4-oxadiazole), C(C)N(C(=O)N1CCNCC1)CC (N,N-diethyl-1-piperazine carboxamide), ice water. Run in CN(C)C=O (DMF). Run at temperature 100 celsius. Yields the product C(C)N(C(=O)N1CCN(CC1)CC1=NOC(=N1)C(C1=CC(=C(C=C1)C1=CC=CC=C1)F)C)CC (3-[4-(N,N-diethylcarbamoyl)piperazinomethyl]-5-(3-fluoro-4-phenyl-α-methylbenzyl)-1,2,4-oxadiazole). Yield: 77.3%. As a reaction SMILES: Cl[CH2:2][C:3]1[N:7]=[C:6]([CH:8]([CH3:22])[C:9]2[CH:14]=[CH:13][C:12]([C:15]3[CH:20]=[CH:19][CH:18]=[CH:17][CH:16]=3)=[C:11]([F:21])[CH:10]=2)[O:5][N:4]=1.[CH2:23]([N:25]([CH2:34][CH3:35])[C:26]([N:28]1[CH2:33][CH2:32][NH:31][CH2:30][CH2:29]1)=[O:27])[CH3:24]>CN(C=O)C>[CH2:34]([N:25]([CH2:23][CH3:24])[C:26]([N:28]1[CH2:29][CH2:30][N:31]([CH2:2][C:3]2[N:7]=[C:6]([CH:8]([CH3:22])[C:9]3[CH:14]=[CH:13][C:12]([C:15]4[CH:20]=[CH:19][CH:18]=[CH:17][CH:16]=4)=[C:11]([F:21])[CH:10]=3)[O:5][N:4]=2)[CH2:32][CH2:33]1)=[O:27])[CH3:35]. Procedure details: A mixture of 2.14 g of 3-chloromethyl-5-(3-fluoro-4-phenyl-α-methylbenzyl)-1,2,4-oxadiazole, 2.54 g of N,N-diethyl-1-piperazine carboxamide and 15 ml of dry DMF was heated at 100° C. for 2 hours. After cooling, the reaction mixture was poured into ice-water and extracted with diethyl ether. The organic phase was washed with water, dried over magnesium sulfate and evaporated. The residue was chromatographed over silica gel using chloroform-methanol (50:1, v/v) to yield 2.43 g of 3-[4-(N,N-diethyl...